This data is from the Open Reaction Database (ORD), a public repository of structured organic reaction records. The task is: describe an organic reaction: reactants, conditions, products, and yield Starting materials: [Na+].C1(=CC=CC=C1)C1=CC=C(C(=O)OCC(S(=O)(=O)[O-])(F)F)C=C1 (4-phenylbenzoyloxymethyl difluoromethanesulfonic acid sodium salt), benzoyloxymethyldifluorosulfonic acid sodium salt, [Na].FC(S(=O)(=O)[O-])(F)F.C1(=CC=CC=C1)C(C1=CC=CC=C1)[SH+]C1=CC=CC=C1 (diphenylmethylphenylsulfonium trifluoromethanesulfonic acid sodium salt). Product: C1(=CC=CC=C1)C(C1=CC=CC=C1)[SH+]C1=CC=CC=C1.FC(COC(C1=CC=C(C=C1)C1=CC=CC=C1)=O)(S(=O)(=O)O)F (4-phenylbenzoic acid 2,2-difluoro-2-sulfoethyl ester diphenylmethylphenylsulfonium salt). The yield is 85.7%. As a reaction SMILES: [Na+].[C:2]1([C:8]2[CH:24]=[CH:23][C:11]([C:12]([O:14][CH2:15][C:16]([F:22])([F:21])[S:17]([O-:20])(=[O:19])=[O:18])=[O:13])=[CH:10][CH:9]=2)[CH:7]=[CH:6][CH:5]=[CH:4][CH:3]=1.[Na].FC(F)(F)S([O-])(=O)=O.[C:34]1([CH:40]([SH+:47][C:48]2[CH:53]=[CH:52][CH:51]=[CH:50][CH:49]=2)[C:41]2[CH:46]=[CH:45][CH:44]=[CH:43][CH:42]=2)[CH:39]=[CH:38][CH:37]=[CH:36][CH:35]=1>>[C:41]1([CH:40]([SH+:47][C:48]2[CH:53]=[CH:52][CH:51]=[CH:50][CH:49]=2)[C:34]2[CH:39]=[CH:38][CH:37]=[CH:36][CH:35]=2)[CH:42]=[CH:43][CH:44]=[CH:45][CH:46]=1.[F:22][C:16]([F:21])([S:17]([OH:20])(=[O:19])=[O:18])[CH2:15][O:14][C:12](=[O:13])[C:11]1[CH:10]=[CH:9][C:8]([C:2]2[CH:7]=[CH:6][CH:5]=[CH:4][CH:3]=2)=[CH:24][CH:23]=1 |f:0.1,2.3.4,5.6,^1:24|. Procedure details: <2> The reaction described in <3> of Synthesis Example 1 was performed under the same conditions, except that the 4-phenylbenzoyloxymethyl difluoromethanesulfonic acid sodium salt (2.81 g) produced in <1> of Synthesis Example 8 above was used instead of the benzoyloxymethyldifluorosulfonic acid sodium salt in the reaction with diphenylmethylphenylsulfonium trifluoromethanesulfonic acid sodium salt, and thus 3.71 g (yield 85.7%) of 4-phenylbenzoic acid 2,2-difluoro-2-sulfoethyl ester diphenylmeth... Reactants: COC(=O)C=1C=C(C2=C(C=CO2)C1)Br (5-methoxycarbonyl-7-bromobenzofuran), [OH-].[Na+] (sodium hydroxide). The solvent is C(C)O (ethanol). The product is C(=O)(O)C=1C=C(C2=C(C=CO2)C1)Br (5-carboxy-7-bromobenzofuran). Yield: 81.7%. RXN SMILES: C[O:2][C:3]([C:5]1[CH:6]=[C:7]([Br:14])[C:8]2[O:12][CH:11]=[CH:10][C:9]=2[CH:13]=1)=[O:4].[OH-].[Na+]>C(O)C>[C:3]([C:5]1[CH:6]=[C:7]([Br:14])[C:8]2[O:12][CH:11]=[CH:10][C:9]=2[CH:13]=1)([OH:4])=[O:2] |f:1.2|. Reported procedure: A solution of 0.52 gm (2.03 mMol) 5-methoxycarbonyl-7-bromobenzofuran and 0.41 gm (10.13 mMol) sodium hydroxide in 4 mL ethanol was stirred at room temperature until all of the starting material had been consumed. The reaction mixture was concentrated under reduced pressure and the residue dissolved in water. This solution was then made basic by the addition of 1N sodium hydroxide and was extracted well with ethyl acetate. The remaining aqueous phase was made acidic (pH about 2) by treatment wit... Starting materials: CCO, CCOC(=O)C(C)(C)N1COC(CSC)=C(c2ccccc2)C1=O, [Na+], C1COCCO1, [OH-], O. Product: CSCC1=C(c2ccccc2)C(=O)N(C(C)(C)C(=O)O)CO1. Reaction SMILES: [CH3:27][CH2:28][OH:29].[CH3:3][S:4][CH2:5][C:6]1=[C:7]([c:21]2[cH:22][cH:23][cH:24][cH:25][cH:26]2)[C:8](=[O:20])[N:9]([C:12]([C:13](=[O:14])[O:15][CH2:16][CH3:17])([CH3:18])[CH3:19])[CH2:10][O:11]1.[Na+:2].[O:30]1[CH2:31][CH2:32][O:33][CH2:34][CH2:35]1.[OH-:1].[OH2:36]>>[CH3:3][S:4][CH2:5][C:6]1=[C:7]([c:21]2[cH:22][cH:23][cH:24][cH:25][cH:26]2)[C:8](=[O:20])[N:9]([C:12]([C:13](=[O:14])[OH:15])([CH3:18])[CH3:19])[CH2:10][O:11]1. The reactants are C(C1=CC=CC=C1)OC1=CC=C(C=C1)C1=NC2=C(N1C1CCCCC1)C=CC(=C2)C#N (2-[4-(Benzyloxy)phenyl]-1-cyclohexyl-1H-benzimidazole-5-carbonitrile), C[Sn](C)(C)N=[N+]=[N-] (trimethyltin azide). Solvent: C1(=CC=CC=C1)C (toluene). Conditions: time 48 hour. Yields the product C(C1=CC=CC=C1)OC1=CC=C(C=C1)C1=NC2=C(N1C1CCCCC1)C=CC(=C2)C2=NN=NN2 (2-[4-(Benzyloxy)phenyl]-1-cyclohexyl-5-(1H-tetrazol-5-yl)-1H-benzimidazole). Isolated yield 20.0%. Reaction SMILES: [CH2:1]([O:8][C:9]1[CH:14]=[CH:13][C:12]([C:15]2[N:19]([CH:20]3[CH2:25][CH2:24][CH2:23][CH2:22][CH2:21]3)[C:18]3[CH:26]=[CH:27][C:28]([C:30]#[N:31])=[CH:29][C:17]=3[N:16]=2)=[CH:11][CH:10]=1)[C:2]1[CH:7]=[CH:6][CH:5]=[CH:4][CH:3]=1.C[Sn]([N:36]=[N+:37]=[N-:38])(C)C>C1(C)C=CC=CC=1>[CH2:1]([O:8][C:9]1[CH:10]=[CH:11][C:12]([C:15]2[N:19]([CH:20]3[CH2:21][CH2:22][CH2:23][CH2:24][CH2:25]3)[C:18]3[CH:26]=[CH:27][C:28]([C:30]4[NH:38][N:37]=[N:36][N:31]=4)=[CH:29][C:17]=3[N:16]=2)=[CH:13][CH:14]=1)[C:2]1[CH:7]=[CH:6][CH:5]=[CH:4][CH:3]=1. Reported procedure: A suspension of compound 12 (0.041 g, 0.10 mmol) and trimethyltin azide (0.023 g, 0.11 mmol) in toluene (2 mL) was refluxed for 15 h. The reaction mixture was allowed to stand at rt for 48 h. The resulting suspension was filtered and washed with toluene (2×). The solid was treated with hydrogen chloride (4 M in dioxane, several mL) for 4 h at rt. The reaction mixture was concentrated on a rotary evaporator. The residue was purified by reverse phase HPLC (C18 column, water/acetonitrile gradient c... The reactants are CC(C)(C)OC(=O)c1ccc(-c2cccc(C#N)c2)cc1Nc1ccc(F)cc1, O=C(O)C(F)(F)F. Yields the product N#Cc1cccc(-c2ccc(C(=O)O)c(Nc3ccc(F)cc3)c2)c1. As a reaction SMILES: [C:1](#[N:2])[c:3]1[cH:4][c:5](-[c:9]2[cH:10][c:11]([NH:22][c:23]3[cH:24][cH:25][c:26]([F:29])[cH:27][cH:28]3)[c:12]([C:13](=[O:14])[O:15][C:16]([CH3:17])([CH3:18])[CH3:19])[cH:20][cH:21]2)[cH:6][cH:7][cH:8]1.[OH:30][C:31]([C:32]([F:33])([F:34])[F:35])=[O:36]>>[C:1](#[N:2])[c:3]1[cH:4][c:5](-[c:9]2[cH:10][c:11]([NH:22][c:23]3[cH:24][cH:25][c:26]([F:29])[cH:27][cH:28]3)[c:12]([C:13](=[O:14])[OH:15])[cH:20][cH:21]2)[cH:6][cH:7][cH:8]1. Reactants: C12C(CC(C2CCC1)C(=O)O)C(=O)O (Bicyclo[3.3.0]-octane-2,4-dicarboxylic acid), NCCCCN1CCN(CC1)C1=NC=CC=N1 (1-(4-aminobutyl)-4-(2-pyrimidinyl)piperazine), anhydride, C(C)(=O)OC(C)=O (acetic anhydride). Run in O (water). Yields the product N1=C(N=CC=C1)N1CCN(CC1)CCCCN1C(C2C3C(C(C1=O)C2)CCC3)=O (Hexahydro-3-[4-[4-(2-pyrimidinyl)-1-piperazinyl]butyl]-1,5-methanocyclopent[d]azepine-2,4(1H,3H)-dione). Reaction SMILES: [CH:1]12[CH2:8][CH2:7][CH2:6][CH:5]1[CH:4]([C:9]([OH:11])=O)[CH2:3][CH:2]2[C:12]([OH:14])=O.C(OC(=O)C)(=O)C.[NH2:22][CH2:23][CH2:24][CH2:25][CH2:26][N:27]1[CH2:32][CH2:31][N:30]([C:33]2[N:38]=[CH:37][CH:36]=[CH:35][N:34]=2)[CH2:29][CH2:28]1>O>[N:34]1[CH:35]=[CH:36][CH:37]=[N:38][C:33]=1[N:30]1[CH2:31][CH2:32][N:27]([CH2:26][CH2:25][CH2:24][CH2:23][N:22]2[C:12](=[O:14])[CH:2]3[CH2:3][CH:4]([CH:5]4[CH2:6][CH2:7][CH2:8][CH:1]43)[C:9]2=[O:11])[CH2:28][CH2:29]1. Reported procedure: Bicyclo[3.3.0]-octane-2,4-dicarboxylic acid (1.6 g., 8.1 mmole) was converted to the anhydride by refluxing for three hours in 100 ml. of acetic anhydride. The excess reagent was removed in vacuo. Two hundred fifty (250) ml. of xylene was added along with 1.9 g. (8.1 mmole) of 1-(4-aminobutyl)-4-(2-pyrimidinyl)piperazine. The mixture was refluxed under nitrogen for 48 hours with water removal via a Dean-Stark trap. The solvent was then removed in vacuo and the residue filtered through 75 g. of s... The reactants are ClC1=NC=CC(=N1)Cl (2,4-dichloropyrimidine), C1(=CC=CC=C1)CN1CCNCC1 (1-(phenylmethyl)piperazine), C([O-])([O-])=O.[K+].[K+] (potassium carbonate). The solvent is O (water). Run at temperature 40 celsius. Yields the product ClC1=NC=CC(=N1)N1CCN(CC1)CC1=CC=CC=C1 (1-(2-chloro-4-pyrimidinyl)-4-(phenylmethyl)piperazine). As a reaction SMILES: [Cl:1][C:2]1[N:7]=[C:6](Cl)[CH:5]=[CH:4][N:3]=1.[C:9]1([CH2:15][N:16]2[CH2:21][CH2:20][NH:19][CH2:18][CH2:17]2)[CH:14]=[CH:13][CH:12]=[CH:11][CH:10]=1.C(=O)([O-])[O-].[K+].[K+]>O>[Cl:1][C:2]1[N:7]=[C:6]([N:19]2[CH2:20][CH2:21][N:16]([CH2:15][C:9]3[CH:10]=[CH:11][CH:12]=[CH:13][CH:14]=3)[CH2:17][CH2:18]2)[CH:5]=[CH:4][N:3]=1 |f:2.3.4|. Procedure details: A mixture of 9.9 g (0.0664 mol) of 2,4-dichloropyrimidine, 200 ml of water and 11.7 ml (0.0673 mol) of 1-(phenylmethyl)piperazine was heated to 40° C. for 2 hours in an ultrasound bath. After cooling the mixture was made alkaline with potassium carbonate and extracted thoroughly with ethyl acetate. The crude product obtained after working up in the usual way was purified by column chromatography over silica gel (30-60 μm) using FM2 and FM4 (2/1 v/v) as eluant. Working up the appropriate fraction...